Dataset: the Open Reaction Database (ORD), a public repository of structured organic reaction records. Task: describe an organic reaction: reactants, conditions, products, and yield The reactants are CCCCNC(=O)C(CC(O)C(CC(CNC(=O)c1ccc(OCc2nnn[nH]2)cc1OCCCCOC)C(C)C)NC(=O)OC(C)(C)C)C(C)C, Cl, C1COCCO1. Reaction SMILES: [C:1]([O:2][C:3](=[O:4])[NH:8][CH:9]([CH2:10][CH:11]([CH2:12][NH:13][C:14]([c:15]1[c:16]([O:28][CH2:29][CH2:30][CH2:31][CH2:32][O:33][CH3:34])[cH:17][c:18]([O:21][CH2:22][c:23]2[n:24][n:25][n:26][nH:27]2)[cH:19][cH:20]1)=[O:35])[CH:36]([CH3:37])[CH3:38])[CH:39]([CH2:40][CH:41]([CH:42]([CH3:43])[CH3:44])[C:45]([NH:46][CH2:47][CH2:48][CH2:49][CH3:50])=[O:51])[OH:52])([CH3:5])([CH3:6])[CH3:7].[ClH:53].[O:54]1[CH2:55][CH2:56][O:57][CH2:58][CH2:59]1>>[ClH:53].[NH2:8][CH:9]([CH2:10][CH:11]([CH2:12][NH:13][C:14]([c:15]1[c:16]([O:28][CH2:29][CH2:30][CH2:31][CH2:32][O:33][CH3:34])[cH:17][c:18]([O:21][CH2:22][c:23]2[nH:24][n:25][n:26][n:27]2)[cH:19][cH:20]1)=[O:35])[CH:36]([CH3:37])[CH3:38])[CH:39]([CH2:40][CH:41]([CH:42]([CH3:43])[CH3:44])[C:45]([NH:46][CH2:47][CH2:48][CH2:49][CH3:50])=[O:51])[OH:52]. Yields the product Cl, CCCCNC(=O)C(CC(O)C(N)CC(CNC(=O)c1ccc(OCc2nnn[nH]2)cc1OCCCCOC)C(C)C)C(C)C.